From a dataset of the Open Reaction Database (ORD), a public repository of structured organic reaction records. describe an organic reaction: reactants, conditions, products, and yield Reactants: ClC1=CC=C(C=C1)C1=C(C=2N(N=C1)C(NN2)=O)C2=CC=NC=C2 (7-(4-chlorophenyl)-8-(pyridin-4-yl)-[1,2,4]triazolo[4,3-b]pyridazin-3(2H)-one), C([O-])([O-])=O.[K+].[K+] (potassium carbonate), BrCC1=CC=C(C=C1)C1=NOC=C1 (3-(4-(bromomethyl)phenyl)isoxazole). The solvent is CN(C)C=O (DMF), CCOC(=O)C (EtOAc). Run at temperature 65 celsius, time 2 hour. Product: O1N=C(C=C1)C1=CC=C(CN2N=C3N(N=CC(=C3C3=CC=NC=C3)C3=CC=C(C=C3)Cl)C2=O)C=C1 (2-(4-(isoxazol-3-yl)benzyl)-7-(4-chlorophenyl)-8-(pyridin-4-yl)-[1,2,4]triazolo[4,3-b]pyridazin-3(2H)-one). RXN SMILES: [Cl:1][C:2]1[CH:7]=[CH:6][C:5]([C:8]2[CH:13]=[N:12][N:11]3[C:14](=[O:17])[NH:15][N:16]=[C:10]3[C:9]=2[C:18]2[CH:23]=[CH:22][N:21]=[CH:20][CH:19]=2)=[CH:4][CH:3]=1.C(=O)([O-])[O-].[K+].[K+].Br[CH2:31][C:32]1[CH:37]=[CH:36][C:35]([C:38]2[CH:42]=[CH:41][O:40][N:39]=2)=[CH:34][CH:33]=1>CN(C=O)C.CCOC(C)=O>[O:40]1[CH:41]=[CH:42][C:38]([C:35]2[CH:36]=[CH:37][C:32]([CH2:31][N:15]3[C:14](=[O:17])[N:11]4[N:12]=[CH:13][C:8]([C:5]5[CH:6]=[CH:7][C:2]([Cl:1])=[CH:3][CH:4]=5)=[C:9]([C:18]5[CH:23]=[CH:22][N:21]=[CH:20][CH:19]=5)[C:10]4=[N:16]3)=[CH:33][CH:34]=2)=[N:39]1 |f:1.2.3|. Reported procedure: To a solution of 7-(4-chlorophenyl)-8-(pyridin-4-yl)-[1,2,4]triazolo[4,3-b]pyridazin-3(2H)-one (0.27 g, 0.834 mmol), prepared as described in Example 244, in DMF (4 mL), potassium carbonate (0.23 g, 1.67 mmol) and 3-(4-(bromomethyl)phenyl)isoxazole (0.248 g, 1.04 mmol) were added. The resulting mixture was heated to 65° C. After 2 h, the reaction mixture was then cooled to RT and diluted with EtOAc (200 mL). The resultant solution was then washed with water and saturated aqueous NaCl. The organi...